This data is from the Open Reaction Database (ORD), a public repository of structured organic reaction records. The task is: describe an organic reaction: reactants, conditions, products, and yield Reactants: NC=1SC(=C(C1C(=O)OCC)C)C (2-amino-4,5-dimethyl-3-thiophenecarboxylic acid, ethyl ester), ClC1=CC=C(C=N1)C(=O)O (6-chloro-3-pyridinecarboxylic acid). The product is CC1=C(C2=C(N=C3N(C2=O)C=C(C=C3)C(=O)O)S1)C (2,3-dimethyl-4-oxo-4H-pyrido[1,2-a]thieno[2,3-d]pyrimidine-7-carboxylic acid). Isolated yield 1.8%. RXN SMILES: [NH2:1][C:2]1[S:3][C:4]([CH3:13])=[C:5]([CH3:12])[C:6]=1[C:7]([O:9]CC)=O.Cl[C:15]1[N:20]=[CH:19][C:18]([C:21]([OH:23])=[O:22])=[CH:17][CH:16]=1>>[CH3:13][C:4]1[S:3][C:2]2[N:1]=[C:15]3[CH:16]=[CH:17][C:18]([C:21]([OH:23])=[O:22])=[CH:19][N:20]3[C:7](=[O:9])[C:6]=2[C:5]=1[CH3:12]. Procedure: From 8.0 g (0.04 mol) of 2-amino-4,5-dimethyl-3-thiophenecarboxylic acid, ethyl ester (Chemische Berichte, Vol 99, pages 94-100, 1966) and 6.3 g (0.04 mol) of 6-chloro-3-pyridinecarboxylic acid (Aldrich Chemical Company) following the procedure of Example 3, there is obtained 0.2 g of 2,3-dimethyl-4-oxo-4H-pyrido[1,2-a]thieno[2,3-d]pyrimidine-7-carboxylic acid; mp 364°-368° C. after recrystallization from pyridine. Reactants: solution, Cl (hydrochloric acid), Cl (hydrochloric acid), solution, C(C)(C)(C)[Li] (tert-butyllithium), C(C)(C)C1=C(C(=CC(=C1)C(C)C)C(C)C)S(=O)(=O)NN=C(C(CN(C)C)C)C1=CC=CC=C1 (β-dimethylamino-α-methylpropiophenone 2,4,6-triisopropylbenzenesulphonylhydrazone), C(C1=CC=CC=C1)=O (Benzaldehyde). Solvent: C(C)OCC (ethyl ether), CC(=O)C (acetone), C(C)OCC (ethyl ether), O (water), CCCCC (pentane), COCCOC (1,2-dimethoxyethane). Reaction conditions: temperature 15 celsius, time 20 minute. The product is OC1(CCCC2=CC=CC=C12)C(=CCN(C)C)C1=CC=CC=C1 (1-(1-hydroxy-1,2,3,4-tetrahydro-1-naphthyl)-3-dimethylamino-1-phenyl-1-propene). Reaction SMILES: [C:1]([Li])(C)([CH3:3])[CH3:2].C(C1C=C(C(C)C)C=C(C(C)C)C=1S(NN=[C:26]([C:33]1[CH:38]=[CH:37][CH:36]=[CH:35][CH:34]=1)[CH:27](C)[CH2:28][N:29]([CH3:31])[CH3:30])(=O)=O)(C)C.[CH:39](=[O:46])[C:40]1[CH:45]=[CH:44][CH:43]=[CH:42][CH:41]=1.Cl>CCCCC.COCCOC.CC(C)=O.C(OCC)C.O>[OH:46][C:39]1([C:26]([C:33]2[CH:34]=[CH:35][CH:36]=[CH:37][CH:38]=2)=[CH:27][CH2:28][N:29]([CH3:30])[CH3:31])[C:40]2[C:45](=[CH:44][CH:43]=[CH:42][CH:41]=2)[CH2:3][CH2:1][CH2:2]1. Procedure: A 1.9M solution (30.4 cc) of tert-butyllithium in pentane is added to a solution of β-dimethylamino-α-methylpropiophenone 2,4,6-triisopropylbenzenesulphonylhydrazone (10.9 g) in 1,2-dimethoxyethane (109 cc), kept under nitrogen atmosphere at a temperature in the region of -75° C. Once the addition has been completed the reaction mixture is warmed slowly to 15° C. When gas evolution has stopped, the reaction mixture is cooled to a temperature in the region of -40° C. Benzaldehyde (4.2 g) is then ... The reactants are [BH4-], CC(=O)[O-], CO, Cc1ccc(N)cc1O, [Na+], [Na+], O=Cc1cccs1. The product is Cc1ccc(N(C)c2cccs2)cc1O. Reaction SMILES: [BH4-:22].[CH3:18][C:19](=[O:20])[O-:21].[CH3:24][OH:25].[NH2:1][c:2]1[cH:3][cH:4][c:5]([CH3:9])[c:6]([OH:8])[cH:7]1.[Na+:17].[Na+:23].[s:10]1[c:11]([CH:15]=[O:16])[cH:12][cH:13][cH:14]1>>[N:1]([c:2]1[cH:3][cH:4][c:5]([CH3:9])[c:6]([OH:8])[cH:7]1)([c:11]1[s:10][cH:14][cH:13][cH:12]1)[CH3:18]. Reactants: ClC1=C(C=C(S1)NC(=O)NC1CCN(CC1)C)[N+](=O)[O-] (1-(5-chloro-4-nitrothiophen-2-yl)-3-(1-methylpiperidin-4-yl)urea), [Na].ClC=1C=NC=C(C1S)Cl (3,5-dichloropyridine-4-thiol sodium salt). Yields the product ClC=1C=NC=C(C1SC1=C(C=C(S1)NC(=O)NC1CCN(CC1)C)[N+](=O)[O-])Cl (1-(5-((3,5-dichloropyridin-4-yl)thio)-4-nitrothiophen-2-yl)-3-(1-methylpiperidin-4-yl)urea), solid. The yield is 85.0%. RXN SMILES: Cl[C:2]1[S:6][C:5]([NH:7][C:8]([NH:10][CH:11]2[CH2:16][CH2:15][N:14]([CH3:17])[CH2:13][CH2:12]2)=[O:9])=[CH:4][C:3]=1[N+:18]([O-:20])=[O:19].[Na].[Cl:22][C:23]1[CH:24]=[N:25][CH:26]=[C:27]([Cl:30])[C:28]=1[SH:29]>>[Cl:22][C:23]1[CH:24]=[N:25][CH:26]=[C:27]([Cl:30])[C:28]=1[S:29][C:2]1[S:6][C:5]([NH:7][C:8]([NH:10][CH:11]2[CH2:16][CH2:15][N:14]([CH3:17])[CH2:13][CH2:12]2)=[O:9])=[CH:4][C:3]=1[N+:18]([O-:20])=[O:19] |f:1.2,^1:20|. Reported procedure: Prepared according to the procedure described for step A of example 18 from 1-(5-chloro-4-nitrothiophen-2-yl)-3-(1-methylpiperidin-4-yl)urea (100 mg, 0.31 mmol) and 3,5-dichloropyridine-4-thiol sodium salt (62 mg, 0.35 mmol). The title compound was obtained as a white solid (120 mg, 85% yield). 1H NMR (400 MHz, d6-DMSO) δ: 10.01 (1H, m), 8.92 (2H, m), 6.91 (1H, m), 3.43 (2H, m), 2.87 (2H, m), 2.33 (3H, m), 1.91 (1H, m), 1.74 (2H, m), 1.46 (2H, m). MS m/z: 459.94, 461.94 [M+H]+. Starting materials: Cl (HCl), O1CCOCC1 (dioxane), N1CCC(CC1)C1=C(C(=NN1)C1=CC=C(C=C1)Cl)C1=NC=NC=C1 (5-(4piperidyl)-4-(4-pyrimidyl)-3-(4-chlorophenyl)pyrazole), O1CCOCC1 (dioxane). Run in CCOCC (Et2O). Conditions: time 2 hour. Product: Cl.OCC(=O)N1N=C(C(=C1C1CCNCC1)C1=NC=NC=C1)C1=CC=C(C=C1)Cl (N-(2-hydroxyacetyl)-5-(4-piperidyl)-4-(4-pyrimidyl)-3-(4-chlorophenyl)pyrazole hydrochloride). As a reaction SMILES: [NH:1]1[CH2:6][CH2:5][CH:4]([C:7]2[NH:11][N:10]=[C:9]([C:12]3[CH:17]=[CH:16][C:15]([Cl:18])=[CH:14][CH:13]=3)[C:8]=2[C:19]2[CH:24]=[CH:23][N:22]=[CH:21][N:20]=2)[CH2:3][CH2:2]1.Cl.[O:26]1CC[O:29][CH2:28][CH2:27]1>CCOCC>[ClH:18].[OH:29][CH2:28][C:27]([N:11]1[C:7]([CH:4]2[CH2:5][CH2:6][NH:1][CH2:2][CH2:3]2)=[C:8]([C:19]2[CH:24]=[CH:23][N:22]=[CH:21][N:20]=2)[C:9]([C:12]2[CH:13]=[CH:14][C:15]([Cl:18])=[CH:16][CH:17]=2)=[N:10]1)=[O:26] |f:4.5|. Reported procedure: A 25 mL round bottom flask was charged with 65 mg (0.164 mmol) of N-(2-hydroxyacetyl-(5-(4piperidyl)-4-(4-pyrimidyl)-3-(4-chlorophenyl)pyrazole and 2.5 mL of dioxane. To this suspension was added 0.0.82 mL of 4 N HCl in dioxane. The mixture was stirred for 2 hours. The mixture was diluted with 5 mL of Et2O and filtered. The solid was dried over solid CaSO4 under vacuum for 12 h to afford 68 mg of N-(2-hydroxyacetyl)-5-(4-piperidyl)-4-(4-pyrimidyl)-3-(4-chlorophenyl)pyrazole hydrochloride. 1H NMR... Conditions: temperature 70 celsius, time 2 hour. The yield is 31.0%. Yields the product O1C(=CC2=C1C=CC=C2)C(=O)NC=2SC=C(C2C(=O)O)C2=C1C=CC=NC1=C(C=C2)C (2-(benzofuran-2-carbonylamino)-4-(8-methyl-5-quinolyl)thiophene-3-carboxylic acid). Reported procedure: Tert-butyl 2-(benzofuran-2-carbonylamino)-4-(trifluoromethylsulfonyloxy)thiophene-3-carboxylate (7), (8-methyl-5-quinolyl)boronic acid (48), Tetrakis(triphenylphosphine)palladium(0), and sodium carbonate, were combined in 2:1:1 ethanol, toluene and water the biphasic mixture was stirred vigorously in sealed vial at 70° C. After 2 hours, the mixture was filtered through Celite and the Celite rinsed with methylene chloride. The organic fraction of the filtrate was washed with water, dried with sod... The reactants are O1C(=CC2=C1C=CC=C2)C(=O)NC=2SC=C(C2C(=O)OC(C)(C)C)OS(=O)(=O)C(F)(F)F (tert-Butyl 2-(benzo[d]furan-2-ylcarbonylamino)-4-[(trifluoromethyl)sulfonyloxy]-thiophene-3-carboxylate), C(C)O (ethanol), CC=1C=CC(=C2C=CC=NC12)B(O)O ((8-methyl-5-quinolyl)boronic acid), C([O-])([O-])=O.[Na+].[Na+] (sodium carbonate). As a reaction SMILES: [O:1]1[C:5]2[CH:6]=[CH:7][CH:8]=[CH:9][C:4]=2[CH:3]=[C:2]1[C:10]([NH:12][C:13]1[S:14][CH:15]=[C:16](OS(C(F)(F)F)(=O)=O)[C:17]=1[C:18]([O:20]C(C)(C)C)=[O:19])=[O:11].[CH3:33][C:34]1[CH:35]=[CH:36][C:37](B(O)O)=[C:38]2[C:43]=1[N:42]=[CH:41][CH:40]=[CH:39]2.C(=O)([O-])[O-].[Na+].[Na+].C(O)C>C1C=CC([P]([Pd]([P](C2C=CC=CC=2)(C2C=CC=CC=2)C2C=CC=CC=2)([P](C2C=CC=CC=2)(C2C=CC=CC=2)C2C=CC=CC=2)[P](C2C=CC=CC=2)(C2C=CC=CC=2)C2C=CC=CC=2)(C2C=CC=CC=2)C2C=CC=CC=2)=CC=1.O.C1(C)C=CC=CC=1>[O:1]1[C:5]2[CH:6]=[CH:7][CH:8]=[CH:9][C:4]=2[CH:3]=[C:2]1[C:10]([NH:12][C:13]1[S:14][CH:15]=[C:16]([C:37]2[CH:36]=[CH:35][C:34]([CH3:33])=[C:43]3[C:38]=2[CH:39]=[CH:40][CH:41]=[N:42]3)[C:17]=1[C:18]([OH:20])=[O:19])=[O:11] |f:2.3.4,^1:59,61,80,99|. Solvent: C1(=CC=CC=C1)C (toluene), O (water). Reagents/catalysts: C=1C=CC(=CC1)[P](C=2C=CC=CC2)(C=3C=CC=CC3)[Pd]([P](C=4C=CC=CC4)(C=5C=CC=CC5)C=6C=CC=CC6)([P](C=7C=CC=CC7)(C=8C=CC=CC8)C=9C=CC=CC9)[P](C=1C=CC=CC1)(C=1C=CC=CC1)C=1C=CC=CC1 (Tetrakis(triphenylphosphine)palladium(0)). The reactants are Cl.O1CCOCC1 (hydrochloric acid 1,4-dioxane), FC1=C(C=CC(=C1)CC(=O)OC)C1=CC=CC=C1 (methyl (2-fluoro-biphenyl-4-yl)-acetate), [H-].[Na+] (sodium hydride), BrCCBr (1,2-dibromoethane), [Cl-].[NH4+] (ammonium chloride). The solvent is CN(C=O)C (N,N-dimethylformamide), O1CCCC1 (tetrahydrofuran). Run at time 30 minute. The product is FC1=C(C=CC(=C1)C1(CC1)C(=O)OC)C1=CC=CC=C1 (methyl 1-(2-fluoro-biphenyl-4-yl)-cyclopropanecarboxylate). RXN SMILES: [F:1][C:2]1[CH:7]=[C:6]([CH2:8][C:9]([O:11][CH3:12])=[O:10])[CH:5]=[CH:4][C:3]=1[C:13]1[CH:18]=[CH:17][CH:16]=[CH:15][CH:14]=1.[H-].[Na+].Br[CH2:22][CH2:23]Br.Cl.O1CCOCC1.[Cl-].[NH4+]>O1CCCC1.CN(C)C=O>[F:1][C:2]1[CH:7]=[C:6]([C:8]2([C:9]([O:11][CH3:12])=[O:10])[CH2:23][CH2:22]2)[CH:5]=[CH:4][C:3]=1[C:13]1[CH:14]=[CH:15][CH:16]=[CH:17][CH:18]=1 |f:1.2,4.5,6.7|. Procedure: Under a nitrogen atmosphere, methyl (2-fluoro-biphenyl-4-yl)-acetate (5.0 g) was dissolved in tetrahydrofuran (50 ml) and then sodium hydride (8.29 g, 60% oily) was added under ice-cooling, after which the resulting mixture was stirred for 30 minutes. Subsequently, N,N-dimethylformamide (100 ml) was added and then 1,2-dibromoethane (17.6 ml) was added, after which the resulting mixture was stirred for 1.5 hours. To the reaction mixture was added 4 N hydrochloric acid-1,4-dioxane solution (60 ml)... Reactants: COC(=O)C(C=1C=CC=CC1)C2CCCCN2 (methylphenidate), N1C(CCCC1)C(C(=O)OC)C1=CC=CC=C1 (methyl α-piperid-2-ylphenylacetate), ClC1=NC=CC=C1 (2-chloropyridine), C1(=CC=CC=C1)CC#N (phenylacetonitrile). Product: N1=C(C=CC=C1)C(C#N)C1=CC=CC=C1 (α-pyrid-2-ylphenylacetonitrile). RXN SMILES: CO[C:3]([CH:5]([CH:12]1[NH:17][CH2:16][CH2:15][CH2:14][CH2:13]1)[C:6]1[CH:7]=[CH:8][CH:9]=[CH:10][CH:11]=1)=O.ClC1C=CC=C[N:20]=1.C1(CC#N)C=CC=CC=1>>[N:17]1[CH:16]=[CH:15][CH:14]=[CH:13][C:12]=1[CH:5]([C:6]1[CH:7]=[CH:8][CH:9]=[CH:10][CH:11]=1)[C:3]#[N:20]. Reported procedure: U.S. Pat. Nos. 2,507,631 and 2,957,880 disclose synthetic procedures wherein methylphenidate, alternatively known as methyl α-piperid-2-ylphenylacetate, is prepared through a multi-step process in which 2-chloropyridine and phenylacetonitrile initially are coupled to form α-pyrid-2-ylphenylacetonitrile. The resulting α-pyrid-2-ylphenylacetonitrile then is hydrated in the presence of acid to yield α-pyrid-2-ylphenylacetamide which, in turn, is either: (a) catalytically hydrogenated to yield α-pip... Starting materials: FC1=C(C=CC=C1)C(CC1=C(C=CC=C1)[N+](=O)[O-])=NO (1-(2-fluorophenyl)-2-(2-nitrophenyl)ethanone oxime), N1=CC=CC=C1 (pyridine), O (water). Solvent: C(C)(=O)OC(C)=O (acetic anhydride). The product is C(C)(=O)O.FC1=C(C=CC=C1)C(CC1=C(C=CC=C1)[N+](=O)[O-])=NO (1-(2-fluorophenyl)-2-(2-nitrophenyl)ethanone oxime acetate). RXN SMILES: [F:1][C:2]1[CH:7]=[CH:6][CH:5]=[CH:4][C:3]=1[C:8](=[N:19][OH:20])[CH2:9][C:10]1[CH:15]=[CH:14][CH:13]=[CH:12][C:11]=1[N+:16]([O-:18])=[O:17].[OH2:21].N1[CH:27]=[CH:26]C=CC=1>C(OC(=O)C)(=O)C>[C:26]([OH:17])(=[O:21])[CH3:27].[F:1][C:2]1[CH:7]=[CH:6][CH:5]=[CH:4][C:3]=1[C:8](=[N:19][OH:20])[CH2:9][C:10]1[CH:15]=[CH:14][CH:13]=[CH:12][C:11]=1[N+:16]([O-:18])=[O:17] |f:4.5|. Procedure: To a solution of 8 g of 1-(2-fluorophenyl)-2-(2-nitrophenyl)ethanone oxime in 20 ml of pyridine, 10 ml of acetic anhydride is added dropwise. The mixture is warmed (steam bath) for 31/2 hours, poured into water and extracted with methylene chloride. The methylene chloride extract is washed with 5% hydrochloric acid, dried over anhydrous sodium sulfate, filtered and evaporated. The residual oil is distilled at 5 mm to give 1-(2-fluorophenyl)-2-(2-nitrophenyl)ethanone oxime acetate, bp 133°-135° C... Reactants: CC1=C2C=CNC2=CC=C1 (4-methyl-1H-indole), [Cl-].COC1=C(C=[N+]2CCCC2)C=CC=C1 (1-(2-methoxy-benzylidene)-pyrrolidinium chloride). The product is COC1=C(C=CC=C1)C(C1=CNC2=CC=CC(=C12)C)N1CCCC1 (3-[(2-Methoxyphenyl)-pyrrolidin-1-yl-methyl]-4-methyl-1H-indole). Reaction SMILES: [CH3:1][C:2]1[CH:10]=[CH:9][CH:8]=[C:7]2[C:3]=1[CH:4]=[CH:5][NH:6]2.[Cl-].[CH3:12][O:13][C:14]1[CH:25]=[CH:24][CH:23]=[CH:22][C:15]=1[CH:16]=[N+:17]1[CH2:21][CH2:20][CH2:19][CH2:18]1>>[CH3:12][O:13][C:14]1[CH:25]=[CH:24][CH:23]=[CH:22][C:15]=1[CH:16]([N:17]1[CH2:21][CH2:20][CH2:19][CH2:18]1)[C:4]1[C:3]2[C:7](=[CH:8][CH:9]=[CH:10][C:2]=2[CH3:1])[NH:6][CH:5]=1 |f:1.2|. Reported procedure: The preparation was carried out in accordance with general synthesis instructions 4 from 4-methyl-1H-indole and 1-(2-methoxy-benzylidene)-pyrrolidinium chloride, which had been prepared in accordance with example 24.